Dataset: the Open Reaction Database (ORD), a public repository of structured organic reaction records. Task: describe an organic reaction: reactants, conditions, products, and yield The reactants are Cl (hydrochloric acid), C(C)OC(OCC)(OCC)OCC (orthocarbonic acid tetraethyl ester), FC1=C(C=CC(=C1)F)C1=CC=C(C=C1)C(C[Mg]Br)C (2-(2',4'-difluoro-4-biphenylyl)-1-propylmagnesium bromide), BrCC(C)C1=CC=C(C=C1)C1=C(C=C(C=C1)F)F (4-(1-bromo-2-propyl)-2',4'-difluorobiphenyl). Run in C1CCOC1 (THF). Yields the product FC1=C(C=CC(=C1)F)C1=CC=C(C=C1)C(CC(=O)O)C (3-(2',4'-difluoro-4-biphenylyl)butyric acid). As a reaction SMILES: C([O:3][C:4](OCC)(OCC)[O:5]CC)C.[F:14][C:15]1[CH:20]=[C:19]([F:21])[CH:18]=[CH:17][C:16]=1[C:22]1[CH:27]=[CH:26][C:25]([CH:28]([CH3:32])[CH2:29][Mg]Br)=[CH:24][CH:23]=1.BrCC(C1C=CC(C2C=CC(F)=CC=2F)=CC=1)C.Cl>C1COCC1>[F:14][C:15]1[CH:20]=[C:19]([F:21])[CH:18]=[CH:17][C:16]=1[C:22]1[CH:27]=[CH:26][C:25]([CH:28]([CH3:32])[CH2:29][C:4]([OH:5])=[O:3])=[CH:24][CH:23]=1. Procedure: 2 g. of orthocarbonic acid tetraethyl ester are added to a solution of 2-(2',4'-difluoro-4-biphenylyl)-1-propylmagnesium bromide, prepared from 3.11 g. of 4-(1-bromo-2-propyl)-2',4'-difluorobiphenyl, in 40 ml. of THF and the mixture is stirred for 4 hours at 25°. Excess dilute hydrochloric acid is added slowly. The mixture is heated under reflux for 24 hours, allowed to cool and worked up in the customary manner to give 3-(2',4'-difluoro-4-biphenylyl)butyric acid, m.p. 109°-110°. Starting materials: N(N)C1=NC=C(C=C1)C (2-hydrazinyl-5-methylpyridine), FC(C=1C=C(C=C(C1)C(F)(F)F)C1=NN(C=N1)\C=C/C(=O)O)(F)F ((Z)-3-(3-(3,5-bis(trifluoromethyl)phenyl)-1H-1,2,4-triazol-1-yl)acrylic acid), C(CC)P1(OP(OP(O1)(=O)CCC)(=O)CCC)=O (T3P), CCN(C(C)C)C(C)C (DIPEA). Solvent: CCOC(=O)C (EtOAc), O (water). Reaction conditions: temperature -60 celsius, time 30 minute. Product: FC(C=1C=C(C=C(C1)C(F)(F)F)C1=NN(C=N1)\C=C/C(=O)NNC1=NC=C(C=C1)C)(F)F ((Z)-3-(3-(3,5-bis(trifluoromethyl)phenyl)-1H-1,2,4-triazol-1-yl)-N′-(5-methylpyridin-2-yl)acrylohydrazide). The yield is 40.0%. Reaction SMILES: [F:1][C:2]([F:24])([F:23])[C:3]1[CH:4]=[C:5]([C:13]2[N:17]=[CH:16][N:15](/[CH:18]=[CH:19]\[C:20](O)=[O:21])[N:14]=2)[CH:6]=[C:7]([C:9]([F:12])([F:11])[F:10])[CH:8]=1.[NH:25]([C:27]1[CH:32]=[CH:31][C:30]([CH3:33])=[CH:29][N:28]=1)[NH2:26].C(P1(=O)OP(CCC)(=O)OP(CCC)(=O)O1)CC.CCN(C(C)C)C(C)C>CCOC(C)=O.O>[F:11][C:9]([F:12])([F:10])[C:7]1[CH:6]=[C:5]([C:13]2[N:17]=[CH:16][N:15](/[CH:18]=[CH:19]\[C:20]([NH:26][NH:25][C:27]3[CH:32]=[CH:31][C:30]([CH3:33])=[CH:29][N:28]=3)=[O:21])[N:14]=2)[CH:4]=[C:3]([C:2]([F:24])([F:23])[F:1])[CH:8]=1. Procedure details: A 50-mL, 3-necked, round bottom flask, charged with a solution of (Z)-3-(3-(3,5-bis(trifluoromethyl)phenyl)-1H-1,2,4-triazol-1-yl)acrylic acid (0.25 g) in EtOAc (10 mL) was treated with 2-hydrazinyl-5-methylpyridine (0.97 g, 1.1 eq.). The mixture was cooled to −60° C. and treated with T3P (propyl phosphonic anhydride; 0.85 mL, 2.0 eq.) and DIPEA (0.5 mL, 4.0 eq.). The mixture was stirred for 30 min then poured into water (50 mL) and extracted with CH2Cl2 (2×50 mL). The combined organic layers we... Starting materials: CCOc1ccc(C(C)(C)C=O)cc1, CC(=O)OC(C)=O, COC(=O)C(F)(Cl)Cl, Cl[Cu], C1CCOC1, [Zn]. Yields the product CCOc1ccc(C(C)(C)C=C(F)C(=O)OC)cc1. Reaction SMILES: [CH2:1]([CH3:2])[O:3][c:4]1[cH:5][cH:6][c:7]([C:10]([CH:11]=[O:12])([CH3:13])[CH3:14])[cH:8][cH:9]1.[CH3:15][C:16]([O:17][C:18](=[O:19])[CH3:20])=[O:21].[Cl:22][C:23]([C:24](=[O:25])[O:26][CH3:27])([F:28])[Cl:29].[Cl:31][Cu:32].[O:33]1[CH2:34][CH2:35][CH2:36][CH2:37]1.[Zn:30]>>[CH2:1]([CH3:2])[O:3][c:4]1[cH:5][cH:6][c:7]([C:10]([CH:11]=[C:23]([C:24](=[O:25])[O:26][CH3:27])[F:28])([CH3:13])[CH3:14])[cH:8][cH:9]1.